Dataset: the Open Reaction Database (ORD), a public repository of structured organic reaction records. Task: describe an organic reaction: reactants, conditions, products, and yield Reactants: CC1CC(CC(C1C(=O)OC)=O)=O (methyl 6-methyl-2,4-dioxocyclohexane-1-carboxylate), CC1CC(CC(C1C(=O)OC)=O)=O (Methyl 6-methyl-2,4-dioxo-cyclohexane carboxylate), BrC=1C=CC(=C(C1)S)N (5-bromo-2-aminobenzenethiol). The solvent is CS(=O)C (DMSO). Product: BrC=1C=C2SC=3C(C(C(CC3NC2=CC1)C)C(=O)OC)=O (7-Bromo-3-carbomethoxy-2-methyl-2,3-dihydro-1H-phenothiazin-4[10H]-one). Reaction SMILES: [CH3:1][CH:2]1[CH:7]([C:8]([O:10][CH3:11])=[O:9])[C:6](=[O:12])[CH2:5][C:4](=O)[CH2:3]1.[Br:14][C:15]1[CH:16]=[CH:17][C:18]([NH2:22])=[C:19]([SH:21])[CH:20]=1>CS(C)=O>[Br:14][C:15]1[CH:20]=[C:19]2[C:18](=[CH:17][CH:16]=1)[NH:22][C:4]1[CH2:3][CH:2]([CH3:1])[CH:7]([C:8]([O:10][CH3:11])=[O:9])[C:6](=[O:12])[C:5]=1[S:21]2. Procedure: A mixture of methyl 6-methyl-2,4-dioxocyclohexane-1-carboxylate, 7a (1.43 g, 7.7 mmole) and 5-bromo-2-aminobenzenethiol, 6 (X=Br, 1.44 g, 7.7 mmole) in DMSO (10 mL) is placed in a preheated heating mantle. The reaction mixture is stirred and refluxed for 0.5 h. Upon cooling, the reaction mixture forms a solid. The crystals are filtered and the remaining mother liquid is poured into cold water, whereupon further precipitation occurs. Each precipitate is separately recrystallized twice from MeOH a... RXN SMILES: [CH:1]([C:4]1[CH:9]=[CH:8][C:7]([OH:10])=[CH:6][CH:5]=1)([CH3:3])[CH3:2].Cl[C:12]1[CH:17]=[CH:16][C:15]([N+:18]([O-:20])=[O:19])=[CH:14][CH:13]=1.[OH-].[K+]>CS(C)=O>[CH:1]([C:4]1[CH:9]=[CH:8][C:7]([O:10][C:12]2[CH:17]=[CH:16][C:15]([N+:18]([O-:20])=[O:19])=[CH:14][CH:13]=2)=[CH:6][CH:5]=1)([CH3:3])[CH3:2] |f:2.3|. Reported procedure: A mixture of 4-isopropylphenol (16.3 g), 4-chloronitrobenzene (15.8 g), dimethylsulfoxide (150 ml) and potassium hydroxide (5.6 g) was stirred at 90° C. for 48 hours. The reaction solution was poured into ice-water (500 ml), and extracted with ethyl acetate (250 ml), washed (3 times) with water, and d ried over anhydrous magnesium sulfate. The solvent was concentrated under reduced pressure to give 4-(4-isopropylphenoxy)nitrobenzene (29.6 g). Further, it was dissolved in ethanol (300 ml), and th... Yield: 114.7%. Run at temperature 90 celsius, time 48 hour. Product: C(C)(C)C1=CC=C(OC2=CC=C(C=C2)[N+](=O)[O-])C=C1 (4-(4-isopropylphenoxy)nitrobenzene). Starting materials: ice water, C(C)(C)C1=CC=C(C=C1)O (4-isopropylphenol), ClC1=CC=C(C=C1)[N+](=O)[O-] (4-chloronitrobenzene), [OH-].[K+] (potassium hydroxide). Solvent: CS(=O)C (dimethylsulfoxide). Starting materials: C1(CC1)N(C(C1=CC=C(C=C1)C1=CN=CO1)=O)C1CCNCC1 (N-cyclopropyl-4-oxazol-5-yl-N-piperidin-4-yl-benzamide), ClC1=NC=C(C=N1)C1=CC=C(C=C1)OC (2-chloro-5-(4-methoxy-phenyl)-pyrimidine). Yields the product C1(CC1)N(C(C1=CC=C(C=C1)C1=CN=CO1)=O)C1CCN(CC1)C1=NC=C(C=N1)C1=CC=C(C=C1)OC (N-Cyclopropyl-N-{1-[5-(4-methoxy-phenyl)-pyrimidin-2-yl]-piperidin-4-yl}-4-oxazol-5-yl-benzamide). Reaction SMILES: [CH:1]1([N:4]([CH:18]2[CH2:23][CH2:22][NH:21][CH2:20][CH2:19]2)[C:5](=[O:17])[C:6]2[CH:11]=[CH:10][C:9]([C:12]3[O:16][CH:15]=[N:14][CH:13]=3)=[CH:8][CH:7]=2)[CH2:3][CH2:2]1.Cl[C:25]1[N:30]=[CH:29][C:28]([C:31]2[CH:36]=[CH:35][C:34]([O:37][CH3:38])=[CH:33][CH:32]=2)=[CH:27][N:26]=1>>[CH:1]1([N:4]([CH:18]2[CH2:23][CH2:22][N:21]([C:25]3[N:26]=[CH:27][C:28]([C:31]4[CH:32]=[CH:33][C:34]([O:37][CH3:38])=[CH:35][CH:36]=4)=[CH:29][N:30]=3)[CH2:20][CH2:19]2)[C:5](=[O:17])[C:6]2[CH:7]=[CH:8][C:9]([C:12]3[O:16][CH:15]=[N:14][CH:13]=3)=[CH:10][CH:11]=2)[CH2:3][CH2:2]1. Procedure: The title compound is prepared from N-cyclopropyl-4-oxazol-5-yl-N-piperidin-4-yl-benzamide and 2-chloro-5-(4-methoxy-phenyl)-pyrimidine following a procedure analogous to that described in Example 19. LC (method 9): tR=2.33 min; Mass spectrum (ESI+): m/z=496 [M+H]+. The reactants are COCCNCC1=CC=C(OC(C(=O)OC(C)(C)C)(C)C)C=C1 (tert-butyl 2-(4-{[(2-methoxyethyl)amino]methyl}phenoxy)-2-methylpropanoate), O (water), BrCC(=O)NC1=C(C=C(C=C1)C1CCCCC1)C (2-bromo-N-(4-cyclohexyl-2-methylphenyl)acetamide), C([O-])(O)=O.[Na+] (sodium bicarbonate). Run in CN(C=O)C (dimethylformamide). Conditions: temperature 90 celsius, time 2 hour. The product is C1(CCCCC1)C1=CC(=C(C=C1)NC(CN(CCOC)CC1=CC=C(OC(C(=O)OC(C)(C)C)(C)C)C=C1)=O)C (1,1-Dimethylethyl 2-[4-[[[2-[(4-cyclohexyl-2-methylphenyl)amino]-2-oxoethyl](2-methoxyethyl)-amino]methyl]phenoxy]-2-methyl -propionate). RXN SMILES: [CH3:1][O:2][CH2:3][CH2:4][NH:5][CH2:6][C:7]1[CH:23]=[CH:22][C:10]([O:11][C:12]([CH3:21])([CH3:20])[C:13]([O:15][C:16]([CH3:19])([CH3:18])[CH3:17])=[O:14])=[CH:9][CH:8]=1.Br[CH2:25][C:26]([NH:28][C:29]1[CH:34]=[CH:33][C:32]([CH:35]2[CH2:40][CH2:39][CH2:38][CH2:37][CH2:36]2)=[CH:31][C:30]=1[CH3:41])=[O:27].C(=O)(O)[O-].[Na+].O>CN(C)C=O>[CH:35]1([C:32]2[CH:33]=[CH:34][C:29]([NH:28][C:26](=[O:27])[CH2:25][N:5]([CH2:6][C:7]3[CH:23]=[CH:22][C:10]([O:11][C:12]([CH3:21])([CH3:20])[C:13]([O:15][C:16]([CH3:18])([CH3:17])[CH3:19])=[O:14])=[CH:9][CH:8]=3)[CH2:4][CH2:3][O:2][CH3:1])=[C:30]([CH3:41])[CH:31]=2)[CH2:36][CH2:37][CH2:38][CH2:39][CH2:40]1 |f:2.3|. Reported procedure: 0.303 g (0.94 mmol) of tert-butyl 2-(4-{[(2-methoxyethyl)amino]methyl}phenoxy)-2-methylpropanoate (Example III-33) is initially charged in 5 ml of dimethylformamide. At room temperature, 0.319 g (1.03 mmol) of 2-bromo-N-(4-cyclohexyl-2-methylphenyl)acetamide (Example III-19) and 0.086 g (1.03 mmol) of sodium bicarbonate are added. The mixture is stirred at 90° C. for 2 hours. The reaction mixture is then allowed to cool, and water is added. The mixture is extracted with ethyl acetate and the org... Starting materials: C(C1=CC=CC=C1)C1C(CCC2=CC=C(C=C12)CNS(=O)(=O)C1CCC1)NC(OC(C)(C)C)=O (tert-Butyl 1-benzyl-7-(cyclobutanesulfonamidomethyl)-1,2,3,4-tetrahydronaphthalen-2-ylcarbamate), FC(C(=O)O)(F)F (trifluoroacetic acid). Run in ClCCl (dichloromethane). Yields the product NC1CCC=2C=CC(=CC2C1CC1=CC=CC=C1)CNS(=O)(=O)C1CCC1 (N-((7-Amino-8-benzyl-5,6,7,8-tetrahydronaphthalen-2-yl)methyl)cyclobutanesulfonamide). As a reaction SMILES: [CH2:1]([CH:8]1[C:17]2[C:12](=[CH:13][CH:14]=[C:15]([CH2:18][NH:19][S:20]([CH:23]3[CH2:26][CH2:25][CH2:24]3)(=[O:22])=[O:21])[CH:16]=2)[CH2:11][CH2:10][CH:9]1[NH:27]C(=O)OC(C)(C)C)[C:2]1[CH:7]=[CH:6][CH:5]=[CH:4][CH:3]=1.FC(F)(F)C(O)=O>ClCCl>[NH2:27][CH:9]1[CH:8]([CH2:1][C:2]2[CH:7]=[CH:6][CH:5]=[CH:4][CH:3]=2)[C:17]2[CH:16]=[C:15]([CH2:18][NH:19][S:20]([CH:23]3[CH2:26][CH2:25][CH2:24]3)(=[O:22])=[O:21])[CH:14]=[CH:13][C:12]=2[CH2:11][CH2:10]1. Procedure details: tert-Butyl 1-benzyl-7-(cyclobutanesulfonamidomethyl)-1,2,3,4-tetrahydronaphthalen-2-ylcarbamate (0.732 g, 1.51 mmol) was dissolved in dichloromethane (5 mL) and trifluoroacetic acid (0.5 mL, 6.49 mmol) and stirred overnight at room temperature. The solution was evaporated and partitioned between saturated aqueous NaHCO3 and ethyl acetate. Water was extracted with ethyl acetate (2×30 mL). The collected organic extracts were dried on MgSO4 and evaporated under reduced pressure to give a brown oil.... The product is FC1(C(C2=C(C(C3=C1C=CC=C3)=O)C=CC=C2)(F)F)F (10,11-Dihydro-10,10,11,11-tetrafluoro-5H-dibenzo[a,d]-cyclohepten-5-one). Starting materials: FC1(C2=C(C(C(C3=C1C=CC=C3)(F)F)(F)F)C=CC=C2)F (10,11-dihydro-5,5,10,10,11,11-hexafluoro-5H-dibenzo[a,d]cycloheptene), Cl (hydrochloric acid), C(C)(=O)O (acetic acid). Run at temperature 65 celsius, time 20 hour. As a reaction SMILES: F[C:2]1(F)[C:8]2[CH:9]=[CH:10][CH:11]=[CH:12][C:7]=2[C:6]([F:14])([F:13])[C:5]([F:16])([F:15])[C:4]2[CH:17]=[CH:18][CH:19]=[CH:20][C:3]1=2.Cl.C(O)(=[O:25])C>>[F:16][C:5]1([F:15])[C:4]2[CH:17]=[CH:18][CH:19]=[CH:20][C:3]=2[C:2](=[O:25])[C:8]2[CH:9]=[CH:10][CH:11]=[CH:12][C:7]=2[C:6]1([F:14])[F:13]. Procedure details: A solution of 989 mg. (0.00328 mole) of 10,11-dihydro-5,5,10,10,11,11-hexafluoro-5H-dibenzo[a,d]cycloheptene in 13.2 ml. of glacial acetic acid - 3.5 ml. of 6 N hydrochloric acid is held at room temperature for approximately 20 hours, heated in a 65° C. bath for 3 hours, again held at room temperature for about 20 hours, and finally heated in a 65° C. bath for 3 hours. The solution is concentrated under reduced pressure and the residue partitioned between benzene and water. The benzene extract i... Starting materials: [Br-], C1CCOC1, C1CCOC1, C[Mg+], Cc1ccccc1, O=C(Sc1ccccn1)c1ccc(Br)cc1Cl. Yields the product CC(=O)c1ccc(Br)cc1Cl. RXN SMILES: [Br-:18].[CH2:28]1[O:29][CH2:30][CH2:31][CH2:32]1.[CH2:33]1[O:34][CH2:35][CH2:36][CH2:37]1.[CH3:19][Mg+:20].[CH3:21][c:22]1[cH:23][cH:24][cH:25][cH:26][cH:27]1.[n:1]1[cH:2][cH:3][cH:4][cH:5][c:6]1[S:7][C:8]([c:9]1[c:10]([Cl:16])[cH:11][c:12]([Br:15])[cH:13][cH:14]1)=[O:17]>>[C:8]([c:9]1[c:10]([Cl:16])[cH:11][c:12]([Br:15])[cH:13][cH:14]1)(=[O:17])[CH3:21].